From a dataset of the Open Reaction Database (ORD), a public repository of structured organic reaction records. describe an organic reaction: reactants, conditions, products, and yield The reactants are COC(C(=O)C1=CNC2=CC(=CC=C12)OCC1=CC=CC=C1)=O ((6-benzyloxy-1H-indol-3-yl)-oxo-acetic acid methyl ester). The reagents and catalysts are [Pd] (Pd/C). Run in O1CCOCC1 (dioxane). Product: COC(CC1=CNC2=CC(=CC=C12)O)=O ((6-Hydroxy-1H-indol-3-yl)-acetic acid methyl ester). Yield: 62.2%. As a reaction SMILES: [CH3:1][O:2][C:3](=[O:23])[C:4]([C:6]1[C:14]2[C:9](=[CH:10][C:11]([O:15]CC3C=CC=CC=3)=[CH:12][CH:13]=2)[NH:8][CH:7]=1)=O>O1CCOCC1.[Pd]>[CH3:1][O:2][C:3](=[O:23])[CH2:4][C:6]1[C:14]2[C:9](=[CH:10][C:11]([OH:15])=[CH:12][CH:13]=2)[NH:8][CH:7]=1. Procedure: A mixture of (6-benzyloxy-1H-indol-3-yl)-oxo-acetic acid methyl ester (1.45 g, 4.7 mmol) and Pd/C (10%, 0.9 g) in dioxane (38 mL) is degassed and filled with nitrogen for three times, then a solution of NaH2PO2 (6 g) in water (5 mL) is added dropwise at 100° C. The reaction mixture is heated overnight, filtered through celite and concentrated. The residue is taken into ethyl acetate, washed with water and brine, dried over sodium sulfate. Concentration and column chromatography on silica gel yie...